This data is from the Open Reaction Database (ORD), a public repository of structured organic reaction records. The task is: describe an organic reaction: reactants, conditions, products, and yield Starting materials: N1C=CC2=CC(=CC=C12)OC1=NC=NC2=CC(=C(C=C12)OC)OC[C@H]1OC1 ((2S)-4-(indol-5-yloxy)-6-methoxy-7-(oxiran-2-ylmethoxy)quinazoline), C(C)(C)N (isopropylamine). Solvent: C1CCOC1 (THF). Run at temperature 75 celsius, time 18 hour. Yields the product O[C@H](COC1=C(C=C2C(=NC=NC2=C1)OC=1C=C2C=CNC2=CC1)OC)CNC(C)C ((2S)-7-(2-hydroxy-3-(isopropylamino)propoxy)-4-(indol-5-yloxy)-6-methoxyquinazoline). Yield: 56.0%. RXN SMILES: [NH:1]1[C:9]2[C:4](=[CH:5][C:6]([O:10][C:11]3[C:20]4[C:15](=[CH:16][C:17]([O:23][CH2:24][C@@H:25]5[CH2:27][O:26]5)=[C:18]([O:21][CH3:22])[CH:19]=4)[N:14]=[CH:13][N:12]=3)=[CH:7][CH:8]=2)[CH:3]=[CH:2]1.[CH:28]([NH2:31])([CH3:30])[CH3:29]>C1COCC1>[OH:26][C@@H:25]([CH2:27][NH:31][CH:28]([CH3:30])[CH3:29])[CH2:24][O:23][C:17]1[CH:16]=[C:15]2[C:20]([C:11]([O:10][C:6]3[CH:5]=[C:4]4[C:9](=[CH:8][CH:7]=3)[NH:1][CH:2]=[CH:3]4)=[N:12][CH:13]=[N:14]2)=[CH:19][C:18]=1[O:21][CH3:22]. Procedure details: A mixture of (2S)-4-(indol-5-yloxy)-6-methoxy-7-(oxiran-2-ylmethoxy)quinazoline (100 mg, 0.28 mmol), (prepared as described for the starting material in Example 297), and isopropylamine (1.0 ml) in THF (10 ml) was stirred at 75° C. for 18 hours under an atmosphere of nitrogen and then allowed to cool to ambient temperature. The mixture was filtered and the filtrate evaporated in vacuo. The residue was purified by silica gel chromatography using gradient elution with dichloromethane/methanolic am...